Dataset: the Open Reaction Database (ORD), a public repository of structured organic reaction records. Task: describe an organic reaction: reactants, conditions, products, and yield Starting materials: CC(C)(C)OC(=O)NCCCCc1nc2cnc3cc(OCc4ccccc4)ccc3c2n1CCOc1ccccc1, ClCCl, O=C(OO)c1cccc(Cl)c1. Product: CC(C)(C)OC(=O)NCCCCc1nc2c[n+]([O-])c3cc(OCc4ccccc4)ccc3c2n1CCOc1ccccc1. As a reaction SMILES: [CH2:12]([c:13]1[cH:14][cH:15][cH:16][cH:17][cH:18]1)[O:19][c:20]1[cH:21][cH:22][c:23]2[c:24]3[c:25]([cH:26][n:27][c:28]2[cH:29]1)[n:30][c:31]([CH2:42][CH2:43][CH2:44][CH2:45][NH:46][C:47]([O:48][C:49]([CH3:50])([CH3:51])[CH3:52])=[O:53])[n:32]3[CH2:33][CH2:34][O:35][c:36]1[cH:37][cH:38][cH:39][cH:40][cH:41]1.[Cl:54][CH2:55][Cl:56].[OH:1][O:2][C:3]([c:4]1[cH:5][c:6]([Cl:7])[cH:8][cH:9][cH:10]1)=[O:11]>>[O-:1][n+:27]1[cH:26][c:25]2[c:24]([c:23]3[cH:22][cH:21][c:20]([O:19][CH2:12][c:13]4[cH:14][cH:15][cH:16][cH:17][cH:18]4)[cH:29][c:28]31)[n:32]([CH2:33][CH2:34][O:35][c:36]1[cH:37][cH:38][cH:39][cH:40][cH:41]1)[c:31]([CH2:42][CH2:43][CH2:44][CH2:45][NH:46][C:47]([O:48][C:49]([CH3:50])([CH3:51])[CH3:52])=[O:53])[n:30]2.